From a dataset of the Open Reaction Database (ORD), a public repository of structured organic reaction records. describe an organic reaction: reactants, conditions, products, and yield The reactants are [N+](=O)([O-])C=1C=C2C(N=C(NC2=CC1)CCC)=O (6-nitro-2-propylquinazolin-4(1H)-one), IC1=CC=C(C(C(=O)O)=C1)N (5-iodoanthranilic acid). The product is IC=1C=C2C(NC(=NC2=CC1)CCC)=O (6-Iodo-2-propyl-quinazolin-4(3H)-one). Reaction SMILES: [N+]([C:4]1[CH:5]=[C:6]2[C:11](=[CH:12][CH:13]=1)[NH:10][C:9]([CH2:14][CH2:15][CH3:16])=[N:8][C:7]2=[O:17])([O-])=O.[I:18]C1C=C(C(O)=O)C(N)=CC=1>>[I:18][C:4]1[CH:5]=[C:6]2[C:11](=[CH:12][CH:13]=1)[N:10]=[C:9]([CH2:14][CH2:15][CH3:16])[NH:8][C:7]2=[O:17]. Procedure: Following the procedure described as in the preparation of 6-nitro-2-propylquinazolin-4(1H)-one above. 25 g of 5-iodoanthranilic acid was converted into the title compound. 1H-NMR (CDCl3, 200 MHz): δ1.02 (t, 3H, J=7.4 Hz), 1.81 (m, 2H), 2.63 (t, 2H, J=7.4 Hz), 7.40 (d, 1H, J=8.6 Hz), 8.07 (dd, 1H, J=2, 8.7 Hz).1H, J=8.6 Hz), 8.07 (dd, 1H, J=2, 8.7 Hz). The reactants are OC1=CC=NN1C1=NC=CC(=C1)C#N (2-(5-hydroxy-1H-pyrazol-1-yl)pyridine-4-carbonitrile), ClC1=CC(=C(C=C1)CO)OCC1=CC=CC=C1 ((4-chloro-2-phenylmethoxyphenyl)methanol). The product is ClC1=CC(=C(C=C1)COC1=CC=NN1C1=NC=CC(=C1)C#N)OCC1=CC=CC=C1 (2-[5-[(4-chloro-2-phenylmethoxyphenyl)methoxy]pyrazol-1-yl]pyridine-4-carbonitrile). RXN SMILES: [OH:1][C:2]1[N:6]([C:7]2[CH:12]=[C:11]([C:13]#[N:14])[CH:10]=[CH:9][N:8]=2)[N:5]=[CH:4][CH:3]=1.[Cl:15][C:16]1[CH:21]=[CH:20][C:19]([CH2:22]O)=[C:18]([O:24][CH2:25][C:26]2[CH:31]=[CH:30][CH:29]=[CH:28][CH:27]=2)[CH:17]=1>>[Cl:15][C:16]1[CH:21]=[CH:20][C:19]([CH2:22][O:1][C:2]2[N:6]([C:7]3[CH:12]=[C:11]([C:13]#[N:14])[CH:10]=[CH:9][N:8]=3)[N:5]=[CH:4][CH:3]=2)=[C:18]([O:24][CH2:25][C:26]2[CH:27]=[CH:28][CH:29]=[CH:30][CH:31]=2)[CH:17]=1. Procedure details: The title compound was prepared from 2-(5-hydroxy-1H-pyrazol-1-yl)pyridine-4-carbonitrile and (4-chloro-2-phenylmethoxyphenyl)methanol according to the procedure for the preparation of Example 39, part C. 1H NMR (400 MHz, CDCl3): δ 5.11 (2H, s), 5.27 (2H, s), 5.74 (1H, d, J=2.0 Hz), 6.98-7.00 (2H, m), 7.33-7.39 (7H, m), 7.55 (1H, d, J=2.0 Hz), 7.99 (1H, s), 8.67 (1H, d, J=5.2 Hz). [M+H] Calc'd for C23H17ClN4O2, 417. Found, 417. The reactants are BrC1=CC(=C(C=C1)C1=CC=C(C=C1)Br)N (4,4′-Dibromo-2-amino-1,1′-biphenyl), IC1=CC=CC=C1 (iodobenzene), [OH-].[K+] (potassium hydroxide), N1=CC=CC2=CC=C3C=CC=NC3=C12 (1,10-phenanthroline). The reagents and catalysts are [Cu]Cl (copper (I) chloride). The solvent is C1(=CC=CC=C1)C (toluene), C1(=CC=CC=C1)C (toluene). The product is BrC1=CC(=C(C=C1)C1=CC=C(C=C1)Br)N(C1=CC=CC=C1)C1=CC=CC=C1 (4,4′-Dibromo-2-Diphenylamino-1,1′-Biphenyl). The yield is 835.7%. As a reaction SMILES: [Br:1][C:2]1[CH:7]=[CH:6][C:5]([C:8]2[CH:13]=[CH:12][C:11]([Br:14])=[CH:10][CH:9]=2)=[C:4]([NH2:15])[CH:3]=1.I[C:17]1[CH:22]=[CH:21][CH:20]=[CH:19][CH:18]=1.[OH-].[K+].N1[C:38]2[C:29](=[CH:30][CH:31]=[C:32]3[C:37]=2N=CC=C3)C=CC=1>C1(C)C=CC=CC=1.[Cu]Cl>[Br:1][C:2]1[CH:7]=[CH:6][C:5]([C:8]2[CH:9]=[CH:10][C:11]([Br:14])=[CH:12][CH:13]=2)=[C:4]([N:15]([C:29]2[CH:38]=[CH:37][CH:32]=[CH:31][CH:30]=2)[C:17]2[CH:22]=[CH:21][CH:20]=[CH:19][CH:18]=2)[CH:3]=1 |f:2.3|. Procedure details: 4,4′-Dibromo-2-amino-1,1′-biphenyl (16.35 g, prepared according to Libman and Slack (1951) J. Chem. Soc., p. 2588), iodobenzene (26.52 g, 0.13 mol), flake potassium hydroxide (22.4 g, 0.35 mol), 1,10-phenanthroline (0.45 g), copper (I) chloride (0.25 g), and toluene (30 ml) were charged into a flask and stirred at reflux for 15 hours. The dark reaction mixture was cooled to room temperature and diluted with 200 ml of toluene. The toluene solution was washed with DI water, dried with magnesium su... Starting materials: C(N)([O-])=O (carbamate), ( 8 ), ( 6 ), ( 100 ), C(C=C)OC(=O)N1[C@@H](C[C@H](C1)O)C(=O)OC (Methyl (2S,4R)-N-(Allyloxycarbonyl)-4-hydroxypyrrolidine-2-carboxylate), ( 33 ), ( 5 ), [SiH3]O[SiH3] (silyl ether). Run in C(Cl)(Cl)Cl (CHCl3). Product: C(C1=CC=CC=C1)OC(=O)N1[C@@](C(=O)O)(C[C@H](C1)O)CO ((2S,4R)-N-(Benzoxycarbonyl)-2-hydroxymethyl-4-hydroxyproline). Reaction SMILES: [C:1](=[O:4])([O-])N.[SiH3]O[SiH3].[CH2:8]([O:11][C:12]([N:14]1[CH2:18][C@H:17]([OH:19])[CH2:16][C@H:15]1[C:20]([O:22]C)=[O:21])=[O:13])[CH:9]=[CH2:10]>C(Cl)(Cl)Cl>[CH2:8]([O:11][C:12]([N:14]1[CH2:18][C@H:17]([OH:19])[CH2:16][C@:15]1([CH2:1][OH:4])[C:20]([OH:22])=[O:21])=[O:13])[C:9]1[CH:10]=[CH:17][CH:16]=[CH:15][CH:20]=1. Procedure details: Lithium borohydride (1.57 g, 73 mmol) was added portionwise to a solution of (2S,4R)—N-(benzoxycarbonyl)-2-methyoxycarbonyl-4-hydroxyproline (46) (20.17 g, 73 mmol) in THF (350 ml) at 0° C. The reaction mixture was allowed to warm to room temperature and stir overnight. The resulting suspension was cooled to 0° C. and quenched with water (2-3 mL) until effervescence ceased, at which point 2 M HCl (15 mL) was added to dissolve the precipitate. The product was extracted with ethyl acetate (3×150 m...